describe an organic reaction: reactants, conditions, products, and yield From a dataset of the Open Reaction Database (ORD), a public repository of structured organic reaction records. Starting materials: CC1COCCN1c1nc(-c2ccc(N)cc2)nc2c1CCN(c1ncccn1)C2, NCC1CC1, Cn1nccc1N, Nc1ccc(-c2nc3c(c(N4CCOCC4)n2)CNC(c2ncccn2)C3)cc1. The product is CC1COCCN1c1nc(-c2ccc(NC(=O)Nc3ccnn3C)cc2)nc2c1CCN(c1ncccn1)C2. Reaction SMILES: [CH3:1][CH:2]1[CH2:3][O:4][CH2:5][CH2:6][N:7]1[c:8]1[c:9]2[c:10]([n:11][c:12](-[c:14]3[cH:15][cH:16][c:17]([NH2:18])[cH:19][cH:20]3)[n:13]1)[CH2:21][N:22]([c:25]1[n:26][cH:27][cH:28][cH:29][n:30]1)[CH2:23][CH2:24]2.[CH:67]1([CH2:68][NH2:69])[CH2:70][CH2:71]1.[NH2:60][c:61]1[cH:62][cH:63][n:64][n:65]1[CH3:66].[O:31]1[CH2:32][CH2:59][N:35]([c:36]2[c:37]3[c:48]([n:49][c:50](-[c:51]4[cH:52][cH:53][c:54]([NH2:55])[cH:56][cH:57]4)[n:58]2)[CH2:47][CH:40]([c:41]2[n:42][cH:43][cH:44][cH:45][n:46]2)[NH:39][CH2:38]3)[CH2:34][CH2:33]1>>[CH3:1][CH:2]1[CH2:3][O:4][CH2:5][CH2:6][N:7]1[c:8]1[c:9]2[c:10]([n:11][c:12](-[c:14]3[cH:15][cH:16][c:17]([NH:18][C:32](=[O:31])[NH:60][c:61]4[cH:62][cH:63][n:64][n:65]4[CH3:66])[cH:19][cH:20]3)[n:13]1)[CH2:21][N:22]([c:25]1[n:26][cH:27][cH:28][cH:29][n:30]1)[CH2:23][CH2:24]2. The reactants are [Br-], CCCC[N+](CCCC)(CCCC)CCCC, ClCCl, BrCc1cccc(I)c1, N#C[K], O. The product is N#CCc1cccc(I)c1. RXN SMILES: [Br-:13].[CH2:14]([N+:15]([CH2:16][CH2:17][CH2:18][CH3:19])([CH2:20][CH2:21][CH2:22][CH3:23])[CH2:24][CH2:25][CH2:26][CH3:27])[CH2:28][CH2:29][CH3:30].[CH2:32]([Cl:33])[Cl:34].[I:4][c:5]1[cH:6][c:7]([CH2:8][Br:9])[cH:10][cH:11][cH:12]1.[K:1][C:2]#[N:3].[OH2:31]>>[C:2](#[N:3])[CH2:8][c:7]1[cH:6][c:5]([I:4])[cH:12][cH:11][cH:10]1. The reactants are C(C1=CC=CC=C1)NC(=O)C1=C(N=C(S1)C1=NC(=CN=C1)\C=C\C1=CC=C(C=C1)F)C (2-{6-[(E)-2-(4-fluoro-phenyl)-vinyl]-pyrazin-2-yl}-4-methyl-thiazole-5-carboxylic acid benzylamide). Reagents/catalysts: [OH-].[OH-].[Pd+2] (Pd(OH)2). Solvent: C(C)(=O)OCC.C(C)O (ethyl acetate ethanol). Reaction conditions: time 3 hour. Yields the product C(C1=CC=CC=C1)NC(=O)C1=C(N=C(S1)C1=NC(=CN=C1)CCC1=CC=C(C=C1)F)C ({6-[2-(4-fluoro-phenyl)-ethyl]-pyrazin-2-yl}-4-methyl-thiazole-5-carboxylic acid benzylamide). Yield: 61.7%. RXN SMILES: [CH2:1]([NH:8][C:9]([C:11]1[S:15][C:14]([C:16]2[CH:21]=[N:20][CH:19]=[C:18](/[CH:22]=[CH:23]/[C:24]3[CH:29]=[CH:28][C:27]([F:30])=[CH:26][CH:25]=3)[N:17]=2)=[N:13][C:12]=1[CH3:31])=[O:10])[C:2]1[CH:7]=[CH:6][CH:5]=[CH:4][CH:3]=1>C(OCC)(=O)C.C(O)C.[OH-].[OH-].[Pd+2]>[CH2:1]([NH:8][C:9]([C:11]1[S:15][C:14]([C:16]2[CH:21]=[N:20][CH:19]=[C:18]([CH2:22][CH2:23][C:24]3[CH:29]=[CH:28][C:27]([F:30])=[CH:26][CH:25]=3)[N:17]=2)=[N:13][C:12]=1[CH3:31])=[O:10])[C:2]1[CH:7]=[CH:6][CH:5]=[CH:4][CH:3]=1 |f:1.2,3.4.5|. Reported procedure: To a solution of 2-{6-[(E)-2-(4-fluoro-phenyl)-vinyl]-pyrazin-2-yl}-4-methyl-thiazole-5-carboxylic acid benzylamide (40 mg, 0.09 mmol, 1.0 equiv) in ethyl acetate/ethanol (1:1) was added Pd(OH)2 (10 mg, 20%). The flask was first purged with nitrogen, then with hydrogen. The reaction mixture was stirred at ambient temperature for 3 hr and monitored by LCMS. Upon completion, the reaction mixture was diluted with ethyl acetate, filtered through Celite and concentrated in vacuo. The crude product wa... Conditions: time 20 hour. The solvent is C1CCOC1 (THF). RXN SMILES: [O:1]=[C:2]1[CH2:11][CH2:10][C:9]2[C:4](=[CH:5][CH:6]=[C:7]([NH:12][C:13]3[N:14]=[C:15]([N:22]4[CH2:27][CH2:26][CH:25]([CH2:28][C:29]([O:31]CCCC)=[O:30])[CH2:24][CH2:23]4)[C:16]4[CH:21]=[CH:20][NH:19][C:17]=4[N:18]=3)[CH:8]=2)[NH:3]1.[Li+].[OH-].CC(O)=O>C1COCC1>[O:1]=[C:2]1[CH2:11][CH2:10][C:9]2[C:4](=[CH:5][CH:6]=[C:7]([NH:12][C:13]3[N:14]=[C:15]([N:22]4[CH2:23][CH2:24][CH:25]([CH2:28][C:29]([OH:31])=[O:30])[CH2:26][CH2:27]4)[C:16]4[CH:21]=[CH:20][NH:19][C:17]=4[N:18]=3)[CH:8]=2)[NH:3]1 |f:1.2|. Reactants: O=C1NC2=CC=C(C=C2CC1)NC=1N=C(C2=C(N1)NC=C2)N2CCC(CC2)CC(=O)OCCCC (butyl 2-(1-(2-(2-oxo-1,2,3,4-tetrahydroquinolin-6-ylamino)-7H-pyrrolo[2,3-d]pyrimidin-4-yl)piperidin-4-yl)acetate), [Li+].[OH-] (LiOH), [Li+].[OH-] (LiOH), CC(=O)O (HOAc). The product is O=C1NC2=CC=C(C=C2CC1)NC=1N=C(C2=C(N1)NC=C2)N2CCC(CC2)CC(=O)O (2-(1-(2-(2-oxo-1,2,3,4-tetrahydroquinolin-6-ylamino)-7H-pyrrolo[2,3-d]pyrimidin-4-yl)piperidin-4-yl)acetic acid). The yield is 75.4%. Reported procedure: To a solution of butyl 2-(1-(2-(2-oxo-1,2,3,4-tetrahydroquinolin-6-ylamino)-7H-pyrrolo[2,3-d]pyrimidin-4-yl)piperidin-4-yl)acetate (48 mg, 0.101 mmol) in THF (2 mL), aq. 1N LiOH (1.00 mL, 1.00 mmol) was added. The mixture was stirred at room temperature for 20 h. HOAc (1 mL) was added to neutralize LiOH. It was then purified by HPLC to give the titled compound (32 mg). MS 421.3 (M+H); UV 207.8, 279.8 nm Reactants: CN1CCN(CC1)CCCN (3-(4-methyl-piperazin-1-yl)-propylamine), 35A, C(C)(C)(C)ON=C1C=C(OC2=CC=C(C=C12)Br)C=1N=CC2=CC=CC=C2C1 (6-bromo-2-isoquinolin-3-yl-chromen-4-one O-tert-butyl oxime). The product is C1=NC(=CC2=CC=CC=C12)C=1OC2=CC=C(C=C2C(C1)=NO)NCCCN1CCN(CC1)C (2-isoquinolin-3-yl-6-[3-(4-methyl-piperazin-1-yl)-propylamino]-chromen-4-one oxime), oxime. RXN SMILES: C([O:5][N:6]=[C:7]1[C:16]2[C:11](=[CH:12][CH:13]=[C:14](Br)[CH:15]=2)[O:10][C:9]([C:18]2[N:19]=[CH:20][C:21]3[C:26]([CH:27]=2)=[CH:25][CH:24]=[CH:23][CH:22]=3)=[CH:8]1)(C)(C)C.[CH3:28][N:29]1[CH2:34][CH2:33][N:32]([CH2:35][CH2:36][CH2:37][NH2:38])[CH2:31][CH2:30]1>>[CH:20]1[C:21]2[C:26](=[CH:25][CH:24]=[CH:23][CH:22]=2)[CH:27]=[C:18]([C:9]2[O:10][C:11]3[C:16]([C:7](=[N:6][OH:5])[CH:8]=2)=[CH:15][C:14]([NH:38][CH2:37][CH2:36][CH2:35][N:32]2[CH2:31][CH2:30][N:29]([CH3:28])[CH2:34][CH2:33]2)=[CH:13][CH:12]=3)[N:19]=1. Procedure: 2-isoquinolin-3-yl-6-[3-(4-methyl-piperazin-1-yl)-propylamino]-chromen-4-one oxime was prepared in 85% overall yield using the method described in examples 35 and 35A, starting from 6-bromo-2-isoquinolin-3-yl-chromen-4-one O-tert-butyl oxime (example 4B) and 3-(4-methyl-piperazin-1-yl)-propylamine. The title compound was isolated as a yellow solid and as a 95/5 mixture of Z/E oxime isomers.